From a dataset of the Open Reaction Database (ORD), a public repository of structured organic reaction records. describe an organic reaction: reactants, conditions, products, and yield The reactants are NC1=C(C=C(C=C1)N1CCN(CC1)C(=O)OC(C)(C)C)NS(=O)(=O)C1=CC=CC=C1 (N-{2-amino-5-(4-t-butyloxycarbonyl-piperazinyl)-phenyl}benzenesulfonamide), C(=CC1=CC=CC=C1)S(=O)(=O)Cl (β-styrenesulfonylchloride). The product is C1(=CC=CC=C1)/C=C/S(=O)(=O)NC1=C(C=C(C=C1)N1CCNCC1)NS(=O)(=O)C1=CC=CC=C1 (N-[2-({[(E)-2-Phenylethenyl]sulfonyl}amino)-5-(1-piperazinyl)phenyl]benzenesulfonamide). RXN SMILES: [NH2:1][C:2]1[CH:7]=[CH:6][C:5]([N:8]2[CH2:13][CH2:12][N:11](C(OC(C)(C)C)=O)[CH2:10][CH2:9]2)=[CH:4][C:3]=1[NH:21][S:22]([C:25]1[CH:30]=[CH:29][CH:28]=[CH:27][CH:26]=1)(=[O:24])=[O:23].[CH:31]([S:39](Cl)(=[O:41])=[O:40])=[CH:32][C:33]1[CH:38]=[CH:37][CH:36]=[CH:35][CH:34]=1>>[C:33]1(/[CH:32]=[CH:31]/[S:39]([NH:1][C:2]2[CH:7]=[CH:6][C:5]([N:8]3[CH2:13][CH2:12][NH:11][CH2:10][CH2:9]3)=[CH:4][C:3]=2[NH:21][S:22]([C:25]2[CH:30]=[CH:29][CH:28]=[CH:27][CH:26]=2)(=[O:24])=[O:23])(=[O:41])=[O:40])[CH:38]=[CH:37][CH:36]=[CH:35][CH:34]=1. Reported procedure: N-[2-({[(E)-2-Phenylethenyl]sulfonyl}amino)-5-(1-piperazinyl)phenyl]benzenesulfonamide was synthesized from N-{2-amino-5-(4-t-butyloxycarbonyl-piperazinyl)-phenyl}benzenesulfonamide and β-styrenesulfonylchloride (48 mg, 0.239 mmol according to general method 3 to give before Boc-deprotection 160 mg of a purple solid. MS (posES-FIA) m/z=Found: 499.2; Calcd 499.14; 1H-NMR δ 8.26 (d, 1H), 8.04 (d, 1H), 7.75-7.38 (m, 8H), 7.22 (d, 1H, J=15.4 Hz), 7.16 (d, 1H), 6.97 (d, 1H), J=15.4 Hz), 6.78 (dd, 1H)...